The task is: describe an organic reaction: reactants, conditions, products, and yield. This data is from the Open Reaction Database (ORD), a public repository of structured organic reaction records. The reactants are CCOC(=O)C(C)(C)Oc1ccc(SCc2cnc(-c3ccc(OC(F)(F)F)cc3)nc2C2CC2)cc1C, C1CCOC1, CCO, [Li+], [OH-]. Product: Cc1cc(SCc2cnc(-c3ccc(OC(F)(F)F)cc3)nc2C2CC2)ccc1OC(C)(C)C(=O)O. RXN SMILES: [CH2:1]([CH3:2])[O:3][C:4]([C:5]([CH3:6])([CH3:7])[O:8][c:9]1[c:10]([CH3:37])[cH:11][c:12]([S:15][CH2:16][c:17]2[c:18]([CH:34]3[CH2:35][CH2:36]3)[n:19][c:20](-[c:23]3[cH:24][cH:25][c:26]([O:29][C:30]([F:31])([F:32])[F:33])[cH:27][cH:28]3)[n:21][cH:22]2)[cH:13][cH:14]1)=[O:38].[CH2:41]1[O:42][CH2:43][CH2:44][CH2:45]1.[CH3:46][CH2:47][OH:48].[Li+:40].[OH-:39]>>[O:3]=[C:4]([C:5]([CH3:6])([CH3:7])[O:8][c:9]1[c:10]([CH3:37])[cH:11][c:12]([S:15][CH2:16][c:17]2[c:18]([CH:34]3[CH2:35][CH2:36]3)[n:19][c:20](-[c:23]3[cH:24][cH:25][c:26]([O:29][C:30]([F:31])([F:32])[F:33])[cH:27][cH:28]3)[n:21][cH:22]2)[cH:13][cH:14]1)[OH:38]. Reactants: BrC1=CC=C(C=C1)C1=NC(=CC(=N1)Cl)Cl (2-(4-bromophenyl)-4,6-dichloropyrimidine), NCCCN1CCOCC1 (N-(3-aminopropyl)-morpholine). Product: BrC1=CC=C(C=C1)C1=NC(=CC(=N1)Cl)NCCCN1CCOCC1 (2-(4-bromophenyl)-4-chloro-6-[3-(morpholino)propylamino]pyrimidine). Reaction SMILES: [Br:1][C:2]1[CH:7]=[CH:6][C:5]([C:8]2[N:13]=[C:12](Cl)[CH:11]=[C:10]([Cl:15])[N:9]=2)=[CH:4][CH:3]=1.[NH2:16][CH2:17][CH2:18][CH2:19][N:20]1[CH2:25][CH2:24][O:23][CH2:22][CH2:21]1>>[Br:1][C:2]1[CH:3]=[CH:4][C:5]([C:8]2[N:9]=[C:10]([Cl:15])[CH:11]=[C:12]([NH:16][CH2:17][CH2:18][CH2:19][N:20]3[CH2:25][CH2:24][O:23][CH2:22][CH2:21]3)[N:13]=2)=[CH:6][CH:7]=1. Procedure: Similarly, 2-(4-bromophenyl)-4,6-dichloropyrimidine is reacted with N-(3-aminopropyl)-morpholine to afford 2-(4-bromophenyl)-4-chloro-6-[3-(morpholino)propylamino]pyrimidine which is then reacted with p-chlorothiophenol to produce 2-(4-bromophenyl)-4-(4-chlorophenylthio)-6-[3-(morpholinopropyl)amino]-pyrimidine. The reactants are BrC1=C(C=C(C=C1)[N+](=O)[O-])O (2-bromo-5-nitrophenol), C([O-])([O-])=O.[K+].[K+] (potassium carbonate), C(C1=CC=CC=C1)Br (benzyl bromide). Run in CN(C)C=O (DMF). Run at time 15 minute. The product is BrC1=C(C=C(C=C1)[N+](=O)[O-])OCC1=CC=CC=C1 (2-bromo-5-nitro-O-benzylphenol). Yield: 91.7%. As a reaction SMILES: [Br:1][C:2]1[CH:7]=[CH:6][C:5]([N+:8]([O-:10])=[O:9])=[CH:4][C:3]=1[OH:11].C(=O)([O-])[O-].[K+].[K+].[CH2:18](Br)[C:19]1[CH:24]=[CH:23][CH:22]=[CH:21][CH:20]=1>CN(C=O)C>[Br:1][C:2]1[CH:7]=[CH:6][C:5]([N+:8]([O-:10])=[O:9])=[CH:4][C:3]=1[O:11][CH2:18][C:19]1[CH:24]=[CH:23][CH:22]=[CH:21][CH:20]=1 |f:1.2.3|. Reported procedure: A mixture of 27.4 g (125.6 mmol) of 2-bromo-5-nitrophenol, 26 g (188.4 mmol) potassium carbonate, and 250 mL DMF were stirred 15 min at room temperature. 16.4 mL (138 mmol) of benzyl bromide was added in one portion to the reaction mixture and the mixture was heated to 90° C. TLC analysis indicated complete reaction, so the reaction mixture was cooled to 5° C. in an ice/water bath, filtered and concentrated. 300 mL water was added to the reaction mixture and the black precipitate was filtered an... Reactants: N1(CCOCC1)C1=CC=C(C=C1)B(O)O (4-(4-morpholinyl)phenylboronic acid), [OH-].[Na+] (sodium hydroxide), Cl.N12C[C@@H](C(CC1)CC2)NC(=O)C=2OC1=C(C2)C=CC=C1Br (N-[(3R)-1-azabicyclo[2.2.2]oct-3-yl]-7-bromo-1-benzofuran-2-carboxamide hydrochloride). The reagents and catalysts are C1=CC=C(C=C1)P([C-]2C=CC=C2)C3=CC=CC=C3.C1=CC=C(C=C1)P([C-]2C=CC=C2)C3=CC=CC=C3.Cl[Pd]Cl.[Fe+2] (PdCl2(dppf)). The solvent is CN(C)C=O (DMF). Conditions: temperature 100 celsius. Yields the product Cl.N12C[C@@H](C(CC1)CC2)NC(=O)C=2OC1=C(C2)C=CC=C1C1=CC=C(C=C1)N1CCOCC1 (N-[(3R)-1-Azabicyclo[2.2.2]oct-3-yl]-7-[4-(4-morpholinyl)phenyl]-1-benzofuran-2-carboxamide hydrochloride). RXN SMILES: [N:1]1([C:7]2[CH:12]=[CH:11][C:10](B(O)O)=[CH:9][CH:8]=2)[CH2:6][CH2:5][O:4][CH2:3][CH2:2]1.[OH-].[Na+].[ClH:18].[N:19]12[CH2:26][CH2:25][CH:22]([CH2:23][CH2:24]1)[C@@H:21]([NH:27][C:28]([C:30]1[O:31][C:32]3[C:38](Br)=[CH:37][CH:36]=[CH:35][C:33]=3[CH:34]=1)=[O:29])[CH2:20]2>CN(C=O)C.C1C=CC(P(C2C=CC=CC=2)[C-]2C=CC=C2)=CC=1.C1C=CC(P(C2C=CC=CC=2)[C-]2C=CC=C2)=CC=1.Cl[Pd]Cl.[Fe+2]>[ClH:18].[N:19]12[CH2:24][CH2:23][CH:22]([CH2:25][CH2:26]1)[C@@H:21]([NH:27][C:28]([C:30]1[O:31][C:32]3[C:38]([C:10]4[CH:11]=[CH:12][C:7]([N:1]5[CH2:6][CH2:5][O:4][CH2:3][CH2:2]5)=[CH:8][CH:9]=4)=[CH:37][CH:36]=[CH:35][C:33]=3[CH:34]=1)=[O:29])[CH2:20]2 |f:1.2,3.4,6.7.8.9,10.11|. Procedure: 444 mg (2.15 mmol) of 4-(4-morpholinyl)phenylboronic acid and 4.3 ml of 1N sodium hydroxide solution are added to a mixture of 500 mg (0.143 mmol) of N-[(3R)-1-azabicyclo[2.2.2]oct-3-yl]-7-bromo-1-benzofuran-2-carboxamide hydrochloride (Example 30A) and 105 mg (0.14 mmol) of PdCl2(dppf) in 5 ml of DMF. The reaction mixture is heated at 100° C. overnight. The solvent is removed under reduced pressure, and the crude product is taken up in methanol and filtered through kieselguhr. Purification take... The reactants are SiO2 hexane-ether, BrCC(=O)C1=CC=C(C=C1)SC (2-Bromo-1-(4-methylsulphanylphenyl)-1-ethanone), O (H2O), FC1=CC=C(CC2=NCCC2)C=C1 (2-(4-fluorobenzyl)-1-pyrroline), C(=O)(O)[O-].[Na+] (NaHCO3). Run in C(C)OCC (diethyl ether), C(C)O (ethanol). Reaction conditions: time 18 hour. The product is FC1=CC=C(C=C1)C=1C(=CN2CCCC12)C1=CC=C(C=C1)SC (1-(4-Fluorophenyl)-2-(4-methylsulphanylphenyl)-6,7-dihydro-5H-pyrrolizine). The yield is 30.9%. As a reaction SMILES: Br[CH2:2][C:3]([C:5]1[CH:10]=[CH:9][C:8]([S:11][CH3:12])=[CH:7][CH:6]=1)=O.[F:13][C:14]1[CH:25]=[CH:24][C:17]([CH2:18][C:19]2[CH2:23][CH2:22][CH2:21][N:20]=2)=[CH:16][CH:15]=1.C([O-])(O)=O.[Na+].O>C(OCC)C.C(O)C>[F:13][C:14]1[CH:25]=[CH:24][C:17]([C:18]2[C:3]([C:5]3[CH:10]=[CH:9][C:8]([S:11][CH3:12])=[CH:7][CH:6]=3)=[CH:2][N:20]3[C:19]=2[CH2:23][CH2:22][CH2:21]3)=[CH:16][CH:15]=1 |f:2.3|. Procedure details: 2-Bromo-1-(4-methylsulphanylphenyl)-1-ethanone (0.83 g, 3.4 mmol), dissolved in diethyl ether (10 ml), is treated with a solution of 2-(4-fluorobenzyl)-1-pyrroline (0.6 g, 3.3 mmol) in ethanol (10 ml) and NaHCO3 (0.6 g, 7 mmol). The mixture is stirred in the dark at RT for 18 h. The reaction is checked by TLC: SiO2/hexane-ether 9:1. The mixture is treated with H2O (10 ml), extracted 2 times with diethyl ether (100 ml) and the combined ether phase is then rewashed with water (30 ml). The organic ... The reactants are ClC1=C(C=CC(=C1)Cl)CCCCCCCC[C@H]1[C@](CC(=O)OC)(C(=O)OC)O1 ((3R*,4S*) Methyl 12-(2,4-dichlorophenyl)-3,4-epoxy-3-methoxycarbonyldodecanoate), crude acid, CCOCC (ether), CC1=CC=C(C=C1)S(=O)(=O)N(C)N=O (diazald), [OH-].[K+] (KOH). Run in CO.CCOCC (methanol ether), O (water), OS(=O)(=O)O (H2SO4). Yields the product C(=O)(O)[C@]1(CC(O[C@@H]1CCCCCCCCC1=C(C=C(C=C1)Cl)Cl)=O)O ((4R*,5R*) 4-Carboxy-5-[8-(2,4-dichlorophenyl)octyl]-4-hydroxytetrahydrofuran-2-one). The yield is 67.4%. Reaction SMILES: [Cl:1][C:2]1[CH:7]=[C:6]([Cl:8])[CH:5]=[CH:4][C:3]=1[CH2:9][CH2:10][CH2:11][CH2:12][CH2:13][CH2:14][CH2:15][CH2:16][C@@H:17]1[O:28][C@:18]1([C:24]([O:26]C)=[O:25])[CH2:19][C:20]([O:22]C)=[O:21].CC1C=CC(S(N(N=O)C)(=O)=O)=CC=1.[OH-].[K+].CCOCC>OS(O)(=O)=O.O.CO.CCOCC>[C:24]([C@:18]1([OH:28])[C@@H:17]([CH2:16][CH2:15][CH2:14][CH2:13][CH2:12][CH2:11][CH2:10][CH2:9][C:3]2[CH:4]=[CH:5][C:6]([Cl:8])=[CH:7][C:2]=2[Cl:1])[O:22][C:20](=[O:21])[CH2:19]1)([OH:26])=[O:25] |f:2.3,7.8|. Procedure: ±(3R*,4S*) Methyl 12-(2,4-dichlorophenyl)-3,4-epoxy-3-methoxycarbonyldodecanoate (314 mg, 0.728 mmol) was heated at reflux in aqueous H2SO4 (7.5M) for 3.5 h. The solution was diluted with water, and extracted with ether. The extracts were washed with water, saturated aqueous NaCl, and dried (MgSO4). The solvent was removed under vacuum. Diazomethane, generated from diazald (450 mg, 2.10 mmol) and aqueous KOH (10.7M), was passed in a stream of ether saturated nitrogen through a solution of the cr... Reactants: S(=O)(Cl)Cl (thionyl chloride), ClC1=C(C=CC(=O)O)C(=CC=C1)Cl (2,6-dichlorocinnamic acid). The solvent is C1(=CC=CC=C1)C (toluene), C1(=CC=CC=C1)C (toluene). The product is ClC1=C(C=CC(=O)Cl)C(=CC=C1)Cl (2,6-dichlorocinnamoyl chloride). As a reaction SMILES: S(Cl)([Cl:3])=O.[Cl:5][C:6]1[CH:16]=[CH:15][CH:14]=[C:13]([Cl:17])[C:7]=1[CH:8]=[CH:9][C:10](O)=[O:11]>C1(C)C=CC=CC=1>[Cl:5][C:6]1[CH:16]=[CH:15][CH:14]=[C:13]([Cl:17])[C:7]=1[CH:8]=[CH:9][C:10]([Cl:3])=[O:11]. Reported procedure: A solution of 20% thionyl chloride in toluene is added dropwise to a magnetically stirred, warmed mixture of 2,6-dichlorocinnamic acid (20.74 g) in toluene (119 ml) and the mixture brought to reflux for 6 hrs after it clears to a yellow haze. The reaction mixture is cooled overnight, filtered and concentrated in vacuo to afford a pale yellow solid, M.P. 64.5°-66° C.